From a dataset of the Open Reaction Database (ORD), a public repository of structured organic reaction records. describe an organic reaction: reactants, conditions, products, and yield The reactants are C(CCC)OCCOC1=CC=C(C=C1)C=1C=CC2=C(C=C(CCN2CC2=C(C=CC=C2)OC)C(=O)OC)C1 (methyl 7-(4-butoxyethoxyphenyl)-1-(2-methoxybenzyl)-2,3-dihydro-1-benzazepine-4-carboxylate), Cl (hydrochloric acid), [OH-].[Na+] (sodium hydroxide), O (water). Solvent: O1CCCC1 (tetrahydrofuran), CO (methanol). Reaction conditions: time 1 day. Yields the product C(CCC)OCCOC1=CC=C(C=C1)C=1C=CC2=C(C=C(CCN2CC2=C(C=CC=C2)OC)C(=O)O)C1 (7-(4-butoxyethoxyphenyl)-1-(2-methoxybenzyl)-2,3-dihydro-1-benzazepine-4-carboxylic acid). Isolated yield 67.6%. RXN SMILES: [CH2:1]([O:5][CH2:6][CH2:7][O:8][C:9]1[CH:14]=[CH:13][C:12]([C:15]2[CH:16]=[CH:17][C:18]3[N:24]([CH2:25][C:26]4[CH:31]=[CH:30][CH:29]=[CH:28][C:27]=4[O:32][CH3:33])[CH2:23][CH2:22][C:21]([C:34]([O:36]C)=[O:35])=[CH:20][C:19]=3[CH:38]=2)=[CH:11][CH:10]=1)[CH2:2][CH2:3][CH3:4].[OH-].[Na+].O.Cl>O1CCCC1.CO>[CH2:1]([O:5][CH2:6][CH2:7][O:8][C:9]1[CH:10]=[CH:11][C:12]([C:15]2[CH:16]=[CH:17][C:18]3[N:24]([CH2:25][C:26]4[CH:31]=[CH:30][CH:29]=[CH:28][C:27]=4[O:32][CH3:33])[CH2:23][CH2:22][C:21]([C:34]([OH:36])=[O:35])=[CH:20][C:19]=3[CH:38]=2)=[CH:13][CH:14]=1)[CH2:2][CH2:3][CH3:4] |f:1.2|. Reported procedure: To a solution of methyl 7-(4-butoxyethoxyphenyl)-1-(2-methoxybenzyl)-2,3-dihydro-1-benzazepine-4-carboxylate (391 mg) in a mixture of tetrahydrofuran (24 ml) and methanol (24 ml) was added 1N sodium hydroxide solution (8 ml), and the mixture was stirred at room temperature for 1 day. Then, to the mixture was added water at 0° C., and 1N hydrochloric acid was further added to make acidic (pH=4), and the mixture was extracted with ethyl acetate. The organic layer was washed with water and saturate... The reactants are C(C)I (Ethyl iodide), COC=1C=C2CCC(C(C2=CC1)=O)CC(=O)OCC (Ethyl 2-(6-methoxy-1-oxo-1,2,3,4-tetrahydronaphthalen-2-yl)acetate), ice, [H-].[Na+] (NaH). Run in CN(C)C=O (DMF), CN(C)C=O (DMF). Conditions: time 10 minute. Yields the product C(C)C1(C(C2=CC=C(C=C2CC1)OC)=O)CC(=O)OCC (Ethyl 2-(2-ethyl-6-methoxy-1-oxo-1,2,3,4-tetrahydronaphthalen-2-yl)acetate). Yield: 63.2%. Reaction SMILES: [CH3:1][O:2][C:3]1[CH:4]=[C:5]2[C:10](=[CH:11][CH:12]=1)[C:9](=[O:13])[CH:8]([CH2:14][C:15]([O:17][CH2:18][CH3:19])=[O:16])[CH2:7][CH2:6]2.[H-].[Na+].[CH2:22](I)[CH3:23]>CN(C=O)C>[CH2:22]([C:8]1([CH2:14][C:15]([O:17][CH2:18][CH3:19])=[O:16])[CH2:7][CH2:6][C:5]2[C:10](=[CH:11][CH:12]=[C:3]([O:2][CH3:1])[CH:4]=2)[C:9]1=[O:13])[CH3:23] |f:1.2|. Procedure: A solution of 1C (10 g, 38.16 mmol) in DMF (60 mL) was added over a period of 30 min to an ice cold solution of NaH (2.29 g, 95.41 mmol) in DMF (40 mL), and the mixture was stirred for 10 min. Ethyl iodide (17.86 g, 114.48 mmol) was then added, and the mixture was stirred for 2 h at room temperature. The reaction was then brought to 0° C., excess NaH was quenched with ice water and the mixture was extracted with ethyl acetate (2×100 mL). The combined organic layers were dried over sodium sulfate... The reactants are CCC(=O)Cl, Nc1cc2nc(Cl)nc(N3CCOCC3)c2s1. Yields the product CCC(=O)Nc1cc2nc(Cl)nc(N3CCOCC3)c2s1. As a reaction SMILES: [C:18]([CH2:19][CH3:20])(=[O:21])[Cl:22].[Cl:1][c:2]1[n:3][c:4]([N:12]2[CH2:13][CH2:14][O:15][CH2:16][CH2:17]2)[c:5]2[c:6]([n:7]1)[cH:8][c:9]([NH2:11])[s:10]2>>[Cl:1][c:2]1[n:3][c:4]([N:12]2[CH2:13][CH2:14][O:15][CH2:16][CH2:17]2)[c:5]2[c:6]([n:7]1)[cH:8][c:9]([NH:11][C:18]([CH2:19][CH3:20])=[O:21])[s:10]2. RXN SMILES: [Br:23][CH2:24][CH2:25][CH2:26][Cl:27].[CH3:1][O:2][C:3]1=[N:4][c:5]2[cH:6][cH:7][cH:8][c:9](=[C:14]=[O:15])[c:10]2=[C:11]1[O:12][CH3:13].[CH3:29][CH2:30][O:31][C:32](=[O:33])[CH3:34].[H-:21].[Na+:22].[O:16]=[CH:17][N:18]([CH3:19])[CH3:20].[OH2:28]>>[CH3:1][O:2][CH:3]1[N:4]([CH2:24][CH2:25][CH2:26][Cl:27])[c:5]2[cH:6][cH:7][cH:8][c:9](=[C:14]=[O:15])[c:10]2=[C:11]1[O:12][CH3:13]. Yields the product COC1=c2c(cccc2=C=O)N(CCCCl)C1OC. The reactants are ClCCCBr, COC1=Nc2cccc(=C=O)c2=C1OC, CCOC(C)=O, [H-], [Na+], CN(C)C=O, O. Starting materials: O=C1C(O)=C(O)[C@H](O1)[C@@H](O)CO (L-ascorbic acid), CS(=O)C (DMSO), C[O-].[Na+] (sodium methylate), C(CCC)I (n-butyl iodide). Solvent: C(C)(=O)OCC (ethyl acetate). Reaction conditions: time 24 hour. Product: C(CCC)OC1=C(C(=O)O[C@@H]1[C@@H](O)CO)O (3-O-n-Butyl-L-ascorbic acid). As a reaction SMILES: [O:1]=[C:2]1[O:8][C@H:7]([C@H:9]([CH2:11][OH:12])[OH:10])[C:5]([OH:6])=[C:3]1[OH:4].C[O-].[Na+].[CH2:16](I)[CH2:17][CH2:18][CH3:19].CS(C)=O>C(OCC)(=O)C>[CH2:16]([O:6][C:5]1[C@@H:7]([C@H:9]([CH2:11][OH:12])[OH:10])[O:8][C:2](=[O:1])[C:3]=1[OH:4])[CH2:17][CH2:18][CH3:19] |f:1.2|. Procedure details: A reaction mixture was prepared containing the following ingredients: 33 g. of L-ascorbic acid, 10.2 g. of sodium methylate, 34.5 g. of n-butyl iodide and 250 ml. of DMSO. The reaction mixture was stirred at ambient temperature and the progress of the reaction monitored by thin layer chromatography. After 24 hours, the reaction mixture was added to 500 ml. of ethyl acetate. 3-O-n-Butyl-L-ascorbic acid formed in the above reaction precipitated and was separated by filtration. Further precipitatio... Reactants: ClC1=NC2=CC=C(C=C2C(=N1)Cl)C (2,4-dichloro-6-methylquinazoline), NCC1(CS(C1)(=O)=O)N(CC1=CC=CC=C1)CC1=CC=CC=C1 (3-(aminomethyl)-N,N-dibenzyl(1,1-dioxido)thietan-3-amine), FC1(CCNCC2=C1C=CC=C2)F (5,5-difluoro-1,3,4,5-tetrahydro-2H-2-benzazepine). Product: NC1(CS(C1)(=O)=O)CNC1=NC(=NC2=CC=C(C=C12)C)N1CC2=C(C(CC1)(F)F)C=CC=C2 (N-[(3-Amino-1,1-dioxidothietan-3-yl)methyl]-2-(5,5-difluoro-1,3,4,5-tetrahydro-2H-2-benzazepin-2-yl)-6-methylquinazolin-4-amine). RXN SMILES: Cl[C:2]1[N:11]=[C:10](Cl)[C:9]2[C:4](=[CH:5][CH:6]=[C:7]([CH3:13])[CH:8]=2)[N:3]=1.[NH2:14][CH2:15][C:16]1([N:22](CC2C=CC=CC=2)CC2C=CC=CC=2)[CH2:19][S:18](=[O:21])(=[O:20])[CH2:17]1.[F:37][C:38]1([F:49])[C:44]2[CH:45]=[CH:46][CH:47]=[CH:48][C:43]=2[CH2:42][NH:41][CH2:40][CH2:39]1>>[NH2:22][C:16]1([CH2:15][NH:14][C:10]2[C:9]3[C:4](=[CH:5][CH:6]=[C:7]([CH3:13])[CH:8]=3)[N:3]=[C:2]([N:41]3[CH2:40][CH2:39][C:38]([F:37])([F:49])[C:44]4[CH:45]=[CH:46][CH:47]=[CH:48][C:43]=4[CH2:42]3)[N:11]=2)[CH2:19][S:18](=[O:21])(=[O:20])[CH2:17]1. Procedure details: The title compound was prepared in analogy to Example 116-1 in Scheme 57 by using 2,4-dichloro-6-methylquinazoline, 3-(aminomethyl)-N,N-dibenzyl(1,1-dioxido)thietan-3-amine and 5,5-difluoro-1,3,4,5-tetrahydro-2H-2-benzazepine. MS obsd. (ESI+) [(M+H)+] 474, 1H NMR (400 MHz, CD3OD) δ ppm 7.73 (s, 1 H), 7.65 (d, 1 H), 7.60 (d, 1 H), 7.29-7.45 (m, 4 H), 5.02 (s, 2 H), 4.04-4.62 (m, 2 H), 4.34 (t, 2 H), 4.12 (t, 2 H), 4.01-4.04 (m, 2 H), 2.47 (m, 2 H), 2.41 (s, 3 H). Starting materials: C=1C=CC(=CC1)P(=O)(C=2C=CC=CC2)N=[N+]=[N-] (DPPA), C(C1=CC=CC=C1)OC(=O)N1CC(C(CC1)CC=C)O (4-Allyl-3-hydroxy-piperidine-1-carboxylic acid benzyl ester), C1(=CC=CC=C1)P(C1=CC=CC=C1)C1=CC=CC=C1 (triphenyl phosphine), N(=NC(=O)OCC)C(=O)OCC (diethyl azodicarboxylate). The solvent is C1(=CC=CC=C1)C (toluene). Conditions: time 4 hour. Product: C(C1=CC=CC=C1)OC(=O)N1CC(C(CC1)CC=C)N=[N+]=[N-] (4-Allyl-3-azido-piperidine-1-carboxylic acid benzyl ester). Reaction SMILES: [CH2:1]([O:8][C:9]([N:11]1[CH2:16][CH2:15][CH:14]([CH2:17][CH:18]=[CH2:19])[CH:13](O)[CH2:12]1)=[O:10])[C:2]1[CH:7]=[CH:6][CH:5]=[CH:4][CH:3]=1.C1(P(C2C=CC=CC=2)C2C=CC=CC=2)C=CC=CC=1.N(C(OCC)=O)=NC(OCC)=O.C1C=CC(P([N:66]=[N+:67]=[N-:68])(C2C=CC=CC=2)=O)=CC=1>C1(C)C=CC=CC=1>[CH2:1]([O:8][C:9]([N:11]1[CH2:16][CH2:15][CH:14]([CH2:17][CH:18]=[CH2:19])[CH:13]([N:66]=[N+:67]=[N-:68])[CH2:12]1)=[O:10])[C:2]1[CH:7]=[CH:6][CH:5]=[CH:4][CH:3]=1. Reported procedure: To a stirred solution of 4-Allyl-3-hydroxy-piperidine-1-carboxylic acid benzyl ester (293 mg, 1.06 mmol) were added triphenyl phosphine(362 mg, 1.38 mmol), a solution of diethyl azodicarboxylate in toluene (0.6 ml, 1.38 immol; 40% solution) and DPPA (297 μL, 1.38 mmol). After stirring for 4 h, the mixture was evaporated and the residue was purified by column chromatography (15% AcOEt-hexane)to give 4-Allyl-3-azido-piperidine-1-carboxylic acid benzyl ester.